From a dataset of the Open Reaction Database (ORD), a public repository of structured organic reaction records. describe an organic reaction: reactants, conditions, products, and yield Reactants: [OH-].[Na+] (NaOH), C(C=1C(N)=CC=CC1)#N (Anthranilonitrile), C1CC2CC1CC2=O (norcamphor). The reagents and catalysts are [Cl-].[Cl-].[Zn+2] (ZnCl2). Solvent: ClCCCl (1,2-dichloroethane). Reaction conditions: temperature 120 celsius, time 1.5 hour. The product is N(CC)CC.CCOC(=O)C (Et2NH EtOAc), foam. Isolated yield 5.0%. Reaction SMILES: C(#N)C1[C:3](=[CH:5]C=[CH:7][CH:8]=1)[NH2:4].[CH2:10]1C2[CH2:15][C:16](=[O:17])C(C2)[CH2:11]1.[OH-:18].[Na+]>[Cl-].[Cl-].[Zn+2].ClCCCl>[NH:4]([CH2:3][CH3:5])[CH2:10][CH3:11].[CH3:15][CH2:16][O:17][C:7]([CH3:8])=[O:18] |f:2.3,4.5.6,8.9|. Procedure: Anthranilonitrile (2.40 g) was mixed together with norcamphor (4.40 g) and then 4.0 g of freshly fused ZnCl2 was added and the reaction mixture was heated at 120° C. After 1.5 hours it became so thick that it could nod be stirred, so 10 ml of 1,2-dichloroethane was added and the reaction mixture was refluxed for 1 hour. At the end of this time, 40 ml of 10% NaOH was added and the mixture was stirred overnight. It was then extracted several times with 2-butanone which gave a crude product that wa... Starting materials: CC(C)(C)OC(=O)C(C)(C)Sc1nc(CCO)cs1, CC(C)(C)[O-], CN(C)C=O, Clc1ccc(Cl)nn1, [K+], O. Yields the product CC(C)(C)OC(=O)C(C)(C)Sc1nc(CCOc2ccc(Cl)nn2)cs1. As a reaction SMILES: [C:1]([CH3:2])([CH3:3])([CH3:4])[O:5][C:6]([C:7]([CH3:8])([CH3:9])[S:10][c:11]1[s:12][cH:13][c:14]([CH2:16][CH2:17][OH:18])[n:15]1)=[O:19].[CH3:28][C:29]([CH3:30])([O-:31])[CH3:32].[CH3:35][N:36]([CH3:37])[CH:38]=[O:39].[Cl:20][c:21]1[n:22][n:23][c:24]([Cl:27])[cH:25][cH:26]1.[K+:33].[OH2:34]>>[C:1]([CH3:2])([CH3:3])([CH3:4])[O:5][C:6]([C:7]([CH3:8])([CH3:9])[S:10][c:11]1[s:12][cH:13][c:14]([CH2:16][CH2:17][O:18][c:24]2[n:23][n:22][c:21]([Cl:20])[cH:26][cH:25]2)[n:15]1)=[O:19]. The reactants are [H-].[Na+] (Sodium hydride), O=C1N(C=2CCCC(C2C(N1)C1=C(C=C(C#N)C=C1)C)=O)C1=CC(=CC=C1)C(F)(F)F (4-(2,5-Dioxo-1-(3-(trifluoromethyl)phenyl)-1,2,3,4,5,6,7,8-octahydroquinazolin-4-yl)-3-methylbenzonitrile), C(C)#N (acetonitrile). Run in CN(C=O)C (N,N-dimethylformamide). Run at time 20 minute. Yields the product CC=1C=C(C#N)C=CC1C1N(C(N(C=2CCCC(C12)=O)C1=CC(=CC=C1)C(F)(F)F)=O)C (3-Methyl-4-(3-methyl-2,5-dioxo-1-(3-(trifluoromethyl)phenyl)-1,2,3,4,5,6,7,8-octahydroquinazolin-4-yl)benzonitrile). As a reaction SMILES: [H-].[Na+].[O:3]=[C:4]1[NH:13][CH:12]([C:14]2[CH:21]=[CH:20][C:17]([C:18]#[N:19])=[CH:16][C:15]=2[CH3:22])[C:11]2[C:10](=[O:23])[CH2:9][CH2:8][CH2:7][C:6]=2[N:5]1[C:24]1[CH:29]=[CH:28][CH:27]=[C:26]([C:30]([F:33])([F:32])[F:31])[CH:25]=1.[C:34](#N)C>CN(C)C=O>[CH3:22][C:15]1[CH:16]=[C:17]([CH:20]=[CH:21][C:14]=1[CH:12]1[C:11]2[C:10](=[O:23])[CH2:9][CH2:8][CH2:7][C:6]=2[N:5]([C:24]2[CH:29]=[CH:28][CH:27]=[C:26]([C:30]([F:33])([F:31])[F:32])[CH:25]=2)[C:4](=[O:3])[N:13]1[CH3:34])[C:18]#[N:19] |f:0.1|. Reported procedure: Sodium hydride (60% in mineral oil, 6 mg, 0.16 mmol) is added to a solution of 4-(2,5-dioxo-1-(3-(trifluoromethyl)phenyl)-1,2,3,4,5,6,7,8-octahydroquinazolin-4-yl)-3-methylbenzonitrile (example 55, 60 mg, 0.13 mmol) in acetonitrile (3 mL), and the mixture is stirred at room temperature for 20 min. Methyl idodide (16 μL, 0.26 mmol) is added, and the mixture is stirred over night, diluted with N,N-dimethylformamide (1 mL) and purified by preparative HPLC (Waters Xbridge™-C18, gradient of acetonitr... As a reaction SMILES: [CH3:19][C:20](=[O:21])[O-:22].[CH3:23][CH2:24][OH:25].[Cl-:15].[F:1][C:2]([C:3](=[O:4])[c:5]1[cH:6][cH:7][c:8]([S:11][CH3:12])[cH:9][cH:10]1)([F:13])[F:14].[Na+:18].[OH2:26].[OH:16][NH3+:17]>>[F:1][C:2]([C:3]([c:5]1[cH:6][cH:7][c:8]([S:11][CH3:12])[cH:9][cH:10]1)=[N:17][OH:16])([F:13])[F:14]. Product: CSc1ccc(C(=NO)C(F)(F)F)cc1. The reactants are CC(=O)[O-], CCO, [Cl-], CSc1ccc(C(=O)C(F)(F)F)cc1, [Na+], O, [NH3+]O. The product is NC1=C(C(=O)O)C=CC=C1Cl (2-amino-3-chlorobenzoic acid). Procedure: 191 parts of 2,3-dichlorobenzoic acid, 80 parts of 50% strength aqueous sodium hydroxide solution, 1004 parts of 25% strength aqueous NH3 solution and 5 parts of CuCl are initially introduced into a 2 l V4A autoclave. 89 parts of liquid NH3 (d20 : 0.61) are also forced in, and the autoclave is heated at 170° C. for 5 hours, during which the pressure drops from initially 25 bar to about 22 bar. When the reaction has ended, the contents of the autoclave are cooled to 25° C. and the autoclave is em... Reagents/catalysts: Cl[Cu] (CuCl). Isolated yield 85.0%. Reaction conditions: temperature 170 celsius. The reactants are N (NH3), ClC1=C(C(=O)O)C=CC=C1Cl (2,3-dichlorobenzoic acid), [OH-].[Na+] (sodium hydroxide), N (NH3), N (NH3). RXN SMILES: Cl[C:2]1[C:10]([Cl:11])=[CH:9][CH:8]=[CH:7][C:3]=1[C:4]([OH:6])=[O:5].[OH-].[Na+].[NH3:14]>Cl[Cu]>[NH2:14][C:2]1[C:10]([Cl:11])=[CH:9][CH:8]=[CH:7][C:3]=1[C:4]([OH:6])=[O:5] |f:1.2|.